describe an organic reaction: reactants, conditions, products, and yield From a dataset of the Open Reaction Database (ORD), a public repository of structured organic reaction records. Reactants: S(=O)([O-])S(=O)[O-].[Na+].[Na+] (sodium hydrosulfite), OC1(C(C(=C(C2=CC=C(C=C12)C(COC1=C(C=C(C=C1)C(C)(C)CC)C(C)(C)CC)=O)N=NC1=CC=C(C=C1)C(=O)O)C1=CC=CC=C1)CCC)C(=O)N (1-Hydroxy-2-propyl-3-phenyl-4-[(4-carboxy)phenylazo]-7-[(2,4-ditertamyl)phenoxyacetyl]naphthamide), ice water. Solvent: O (water), C(C)O (ethanol). Run at time 30 minute. Yields the product OC1(C(C(=C(C2=CC=C(C=C12)C(COC1=C(C=C(C=C1)C(C)(C)CC)C(C)(C)CC)=O)N)C1=CC=CC=C1)CCC)C(=O)N (1-Hydroxy-2-propyl-3-phenyl-amino-7[(2,4-ditert-amyl)phenoxyacetyl]naphthamide). Reaction SMILES: [OH:1][C:2]1([C:52]([NH2:54])=[O:53])[C:11]2[C:6](=[CH:7][CH:8]=[C:9]([C:12](=[O:31])[CH2:13][O:14][C:15]3[CH:20]=[CH:19][C:18]([C:21]([CH2:24][CH3:25])([CH3:23])[CH3:22])=[CH:17][C:16]=3[C:26]([CH2:29][CH3:30])([CH3:28])[CH3:27])[CH:10]=2)[C:5]([N:32]=NC2C=CC(C(O)=O)=CC=2)=[C:4]([C:43]2[CH:48]=[CH:47][CH:46]=[CH:45][CH:44]=2)[CH:3]1[CH2:49][CH2:50][CH3:51].S(S([O-])=O)([O-])=O.[Na+].[Na+]>C(O)C.O>[OH:1][C:2]1([C:52]([NH2:54])=[O:53])[C:11]2[C:6](=[CH:7][CH:8]=[C:9]([C:12](=[O:31])[CH2:13][O:14][C:15]3[CH:20]=[CH:19][C:18]([C:21]([CH2:24][CH3:25])([CH3:23])[CH3:22])=[CH:17][C:16]=3[C:26]([CH2:29][CH3:30])([CH3:27])[CH3:28])[CH:10]=2)[C:5]([NH2:32])=[C:4]([C:43]2[CH:48]=[CH:47][CH:46]=[CH:45][CH:44]=2)[CH:3]1[CH2:49][CH2:50][CH3:51] |f:1.2.3|. Procedure: A suspension of 6.15 g of 1-Hydroxy-2-propyl-3-phenyl-4-[(4-carboxy)phenylazo]-7-[(2,4-ditertamyl)phenoxyacetyl]naphthamide prepared in step (7) in 100 ml of ethanol was refluxed under nitrogen with strong stirring. A solution of 6.93 g of sodium hydrosulfite in 36 ml of water was then added. The reaction mixture was stirred for 30 minutes at reflux temperature. After cooling, the reaction mixture was poured into 200 ml of ice water. The organic products were extracted with ethyl ether. The extr... Reactants: C[C@H]1[C@@H]([C@H]([C@H]([C@@H](O1)OC[C@@H]2[C@H]([C@@H]([C@H]([C@@H](O2)OC3=C(OC=4C=C(C=C(C4C3=O)O)O)C=5C=CC(=C(C5)O)O)O)O)O)O)O)O (rutin), Cl (hydrochloric acid), [OH-].[Na+] (sodium hydroxide), S(=O)([O-])S(=O)[O-].[Na+].[Na+] (sodium dithionite). Reaction conditions: temperature 5 celsius. Yields the product C1=CC(=C(C=C1C2=CC(=O)C=3C(=CC(=CC3O2)O)O)O)O (luteolin). The yield is 82.8%. RXN SMILES: C[C@@H]1O[C@@H](OC[C@H]2O[C@@H](O[C:17]3[C:26](=[O:27])[C:25]4[C:24]([OH:28])=[CH:23][C:22]([OH:29])=[CH:21][C:20]=4[O:19][C:18]=3[C:30]3[CH:31]=[CH:32][C:33]([OH:37])=[C:34]([OH:36])[CH:35]=3)[C@H](O)[C@@H](O)[C@@H]2O)[C@H](O)[C@H](O)[C@H]1O.[OH-].[Na+].S(S([O-])=O)([O-])=O.[Na+].[Na+].Cl>>[CH:31]1[C:30]([C:18]2[O:19][C:20]3[CH:21]=[C:22]([OH:29])[CH:23]=[C:24]([OH:28])[C:25]=3[C:26](=[O:27])[CH:17]=2)=[CH:35][C:34]([OH:36])=[C:33]([OH:37])[CH:32]=1 |f:1.2,3.4.5|. Procedure: 60 g of rutin are suspended in 6 l of demineralized wazer and, at 100° C., firstly 210 ml of 32% strength aqueous sodium hydroxide solution and then 600 g of sodium dithionite are added thereto. The mixture is then refluxed for a further 12 h with stirring, and the suspension is cooled to 5° C., slowly neutralized with 195 ml of fuming hydrochloric acid and stirred for 1 h at 0° C. Customary work-up gives 23.3 g of crude luteolin with a purity of 96.5%. Further purification and drying produces 2... Starting materials: ClC1=C(C(=CC(=C1)Cl)Cl)[N+](=O)[O-] (2,4,6-trichloronitrobenzene), NCC(CO)O (3-aminopropane-1,2-diol), aqueous solution, NCC(CO)O (3-aminopropane-1,2-diol). The solvent is O1CCOCC1 (dioxan), O (water). Yields the product ClC1=CC(=C(C(=C1)NCC(CO)O)[N+](=O)[O-])NCC(CO)O (4-chloro-2-(β,γ-dihydroxypropyl)amino-6-(β,γ-dihydroxypropyl)aminonitrobenzene). RXN SMILES: Cl[C:2]1[CH:7]=[C:6]([Cl:8])[CH:5]=[C:4](Cl)[C:3]=1[N+:10]([O-:12])=[O:11].[NH2:13][CH2:14][CH:15]([OH:18])[CH2:16][OH:17]>O1CCOCC1.O>[Cl:8][C:6]1[CH:5]=[C:4]([NH:13][CH2:14][CH:15]([OH:18])[CH2:16][OH:17])[C:3]([N+:10]([O-:12])=[O:11])=[C:2]([NH:13][CH2:14][CH:15]([OH:18])[CH2:16][OH:17])[CH:7]=1. Procedure: A mixture consisting of 0.1 mole (22.6 g) of 2,4,6-trichloronitrobenzene and 54.7 g of 3-aminopropane-1,2-diol in 20 ml of dioxan is heated under reflux. After heating for 4 hours, the dioxan is evaporated under reduced pressure. The oil obtained is diluted with approximately 300 ml of water. The product expected is obtained by chromatography under pressure in two operations. Approximately 200 ml of the aqueous solution of the product expected containing 3-aminopropane-1,2-diol are injected onto... Run in C(C)OCC (diethyl ether), C(C)OCC (diethyl ether). Starting materials: COC1=CC=C(C(=O)Cl)C=C1 (p-methoxybenzoyl chloride), N1C(CCC1)=O (2-pyrrolidinone), 2-N, N (ammonia). Reaction SMILES: [CH3:1][O:2][C:3]1[CH:11]=[CH:10][C:6]([C:7](Cl)=[O:8])=[CH:5][CH:4]=1.[NH:12]1[CH2:16][CH2:15][CH2:14][C:13]1=[O:17].N>C(OCC)C>[CH3:1][O:2][C:3]1[CH:11]=[CH:10][C:6]([C:7]([N:12]2[CH2:16][CH2:15][CH2:14][C:13]2=[O:17])=[O:8])=[CH:5][CH:4]=1. Procedure details: 20 g. of p-methoxybenzoyl chloride and 20 g. of 2-pyrrolidinone are boiled at reflux in 20 ml. of diethyl ether for 16 hours and then diethyl ether, ice and 2-N aqueous ammonia are added to the mixture. The insoluble constituents are filtered off and washed ion-free with diethyl ether and water. The filter cake is dried and there is obtained 1-(p-methoxybenzoyl)-2-pyrrolidinone having a melting point of 119.5°-120.5° C. Product: COC1=CC=C(C(=O)N2C(CCC2)=O)C=C1 (1-(p-methoxybenzoyl)-2-pyrrolidinone).